Dataset: the Open Reaction Database (ORD), a public repository of structured organic reaction records. Task: describe an organic reaction: reactants, conditions, products, and yield Reactants: Cl.C[C@H]1C[C@H]([C@@H](CC1)C(C)C)OCCN(C)CCCl (N-[2-((1R,3R,4S)-1-methyl-4-isopropylcyclohex-3-yloxy)ethyl]-N-(2-chl oroethyl)-N-methylamine hydrochloride), C1(=CC=CC=C1)CCCCN (4-phenylbutylamine). Conditions: temperature 45 celsius, time 8 hour. Product: C[C@H]1C[C@H]([C@@H](CC1)C(C)C)OCCN(C)CCNCCCCC1=CC=CC=C1 (N-[2-((1R,3R,4S)-1-methyl-4-isopropylcyclohex-3-yloxy)ethyl]-N-[2-(4-phenylbutylamino)ethyl]-N-methylamine). Yield: 92.1%. Reaction SMILES: Cl.[CH3:2][C@@H:3]1[CH2:8][CH2:7][C@@H:6]([CH:9]([CH3:11])[CH3:10])[C@H:5]([O:12][CH2:13][CH2:14][N:15]([CH2:17][CH2:18]Cl)[CH3:16])[CH2:4]1.[C:20]1([CH2:26][CH2:27][CH2:28][CH2:29][NH2:30])[CH:25]=[CH:24][CH:23]=[CH:22][CH:21]=1>>[CH3:2][C@@H:3]1[CH2:8][CH2:7][C@@H:6]([CH:9]([CH3:11])[CH3:10])[C@H:5]([O:12][CH2:13][CH2:14][N:15]([CH2:17][CH2:18][NH:30][CH2:29][CH2:28][CH2:27][CH2:26][C:20]2[CH:25]=[CH:24][CH:23]=[CH:22][CH:21]=2)[CH3:16])[CH2:4]1 |f:0.1|. Procedure: 3.07 g of N-[2-((1R,3R,4S)-1-methyl-4-isopropylcyclohex-3-yloxy)ethyl]-N-(2-chl oroethyl)-N-methylamine hydrochloride were mixed with 8.8 g of 4-phenylbutylamine. The reaction mixture was stirred at a temperature of 45° C. for 8 hours. The reaction mixture was purified and simultaneously freed of excess 4-phenylbutylamine by chromatography on silica gel using tert.-butyl methyl ether. 3.52 g of oily N-[2-((1R,3R,4S)-1-methyl-4-isopropylcyclohex-3-yloxy)ethyl]-N-[2-(4-phenylbutylamino)ethyl]-N-me... The reactants are ClC1=CC2=C(N=C(N2)C=2N(C3=CC=C(C=C3C2)C=O)S(=O)(=O)C2=CC=C(C=C2)C)C=C1Cl (5,6-dichloro-2-[5-formyl-1-(4-methylphenyl)sulfonylindol-2-yl]benzimidazole), C(C)(C)N(CC)C(C)C (diisopropylethylamine), COCCl (chloromethyl methyl ether), O (Water). Run in CN(C=O)C (dimethylformamide). Reaction conditions: time 15 hour. Yields the product ClC1=CC2=C(N(C(=N2)C=2NC3=CC=C(C=C3C2)C=O)COC)C=C1Cl (5,6-dichloro-2-[5-formylindol-2-yl]-1-(methoxymethyl)benzimidazole). Isolated yield 89.1%. Reaction SMILES: [Cl:1][C:2]1[C:31]([Cl:32])=[CH:30][C:5]2[N:6]=[C:7]([C:9]3[N:10](S(C4C=CC(C)=CC=4)(=O)=O)[C:11]4[C:16]([CH:17]=3)=[CH:15][C:14]([CH:18]=[O:19])=[CH:13][CH:12]=4)[NH:8][C:4]=2[CH:3]=1.C(N(C(C)C)CC)(C)C.[CH3:42][O:43][CH2:44]Cl.O>CN(C)C=O>[Cl:32][C:31]1[C:2]([Cl:1])=[CH:3][C:4]2[N:8]([CH2:42][O:43][CH3:44])[C:7]([C:9]3[NH:10][C:11]4[C:16]([CH:17]=3)=[CH:15][C:14]([CH:18]=[O:19])=[CH:13][CH:12]=4)=[N:6][C:5]=2[CH:30]=1. Procedure details: To a solution of 5,6-dichloro-2-[5-formyl-1-(4-methylphenyl)sulfonylindol-2-yl]benzimidazole obtained in Example 45 (824 mg, 1.71 mmol) in dimethylformamide (10 mL) were added diisopropylethylamine (0.59 mL, 3.4 mmol) and chloromethyl methyl ether (0.16 mL, 2.1 mmol), and the mixture was stirred at room temperature for 15 h. Water was added, and the mixture was extracted with ethyl acetate. The organic layer was washed with water and brine, dried on anhydrous sodium sulfate. The solvent was remo... Reactants: [Al+3], O=C(O)C=CC(=O)O, C1CCOC1, COC(=O)C1CCC(c2csc(NC(N)=NCC(F)(F)F)n2)C1, [H-], [H-], [H-], [H-], [H-], [Li+], [Na+], [Na+], O=S(=O)([O-])[O-]. The product is NC(=NCC(F)(F)F)Nc1nc(C2CCC(CO)C2)cs1. As a reaction SMILES: [Al+3:33].[C:1]([OH:2])(=[O:3])[CH:4]=[CH:5][C:6]([OH:7])=[O:8].[CH2:46]1[O:47][CH2:48][CH2:49][CH2:50]1.[F:9][C:10]([CH2:11][N:12]=[C:13]([NH:14][c:15]1[s:16][cH:17][c:18]([CH:20]2[CH2:21][CH:22]([C:25](=[O:26])[O:27][CH3:28])[CH2:23][CH2:24]2)[n:19]1)[NH2:29])([F:30])[F:31].[H-:32].[H-:35].[H-:36].[H-:37].[H-:45].[Li+:34].[Na+:38].[Na+:39].[O-:40][S:41](=[O:42])(=[O:43])[O-:44]>>[F:9][C:10]([CH2:11][N:12]=[C:13]([NH:14][c:15]1[s:16][cH:17][c:18]([CH:20]2[CH2:21][CH:22]([CH2:25][OH:26])[CH2:23][CH2:24]2)[n:19]1)[NH2:29])([F:30])[F:31]. Starting materials: C(C)OC(C(CC1=C(C=C(C=C1)O)C)OCC)=O ([rac]-2-ethoxy-3-(4-hydroxy-2-methyl-phenyl)-propionic acid ethyl ester), O=P(Cl)(Cl)Cl (POCl3), C([O-])([O-])=O.[Cs+].[Cs+] (cesium carbonate), ClCC=1N=C(OC1C)C1=CC(=CC=C1)C(F)(F)F (4-chloromethyl-5-methyl-2-(3-trifluoromethyl-phenyl)-oxazole), FC(C=1C=C(C=O)C=CC1)(F)F (3-trifluoromethyl-benzaldehyde), [I-].[K+] (potassium iodide). Yields the product C(C)OC(C(CC1=C(C=C(C=C1)OCC=1N=C(OC1C)C1=CC(=CC=C1)C(F)(F)F)C)OCC)=O ([rac]-2-ethoxy-3-{2-methyl-4-[5-methyl-2-(3-trifluoromethyl-phenyl)-oxazol-4-ylmethoxy]-phenyl}-propionic acid ethyl ester). RXN SMILES: [CH2:1]([O:3][C:4](=[O:18])[CH:5]([O:15][CH2:16][CH3:17])[CH2:6][C:7]1[CH:12]=[CH:11][C:10]([OH:13])=[CH:9][C:8]=1[CH3:14])[CH3:2].Cl[CH2:20][C:21]1[N:22]=[C:23]([C:27]2[CH:32]=[CH:31][CH:30]=[C:29]([C:33]([F:36])([F:35])[F:34])[CH:28]=2)[O:24][C:25]=1[CH3:26].FC(F)(F)C1C=C(C=CC=1)C=O.O=P(Cl)(Cl)Cl.C(=O)([O-])[O-].[Cs+].[Cs+].[I-].[K+]>>[CH2:1]([O:3][C:4](=[O:18])[CH:5]([O:15][CH2:16][CH3:17])[CH2:6][C:7]1[CH:12]=[CH:11][C:10]([O:13][CH2:20][C:21]2[N:22]=[C:23]([C:27]3[CH:32]=[CH:31][CH:30]=[C:29]([C:33]([F:36])([F:35])[F:34])[CH:28]=3)[O:24][C:25]=2[CH3:26])=[CH:9][C:8]=1[CH3:14])[CH3:2] |f:4.5.6,7.8|. Procedure details: In analogy to the procedure described in example 1 f], [rac]-2-ethoxy-3-(4-hydroxy-2-methyl-phenyl)-propionic acid ethyl ester (example 34 b]) was reacted with 4-chloromethyl-5-methyl-2-(3-trifluoromethyl-phenyl)-oxazole (prepared from 3-trifluoromethyl-benzaldehyde and diacetyl monoxyme followed by treatment with POCl3 in analogy to the procedures described in examples 5 a] and 2 b]) in the presence of cesium carbonate and potassium iodide to yield [rac]-2-ethoxy-3-{2-methyl-4-[5-methyl-2-(3-tr...